From a dataset of the Open Reaction Database (ORD), a public repository of structured organic reaction records. describe an organic reaction: reactants, conditions, products, and yield Starting materials: COCCN(CCOC)S(F)(F)F (bis(2-methoxyethyl)aminosulfur trifluoride), C(C)OC(C1=CC(C(=O)N(CCC)C)=CC(=C1)CO)=O (5-hydroxymethyl-N-methyl-N-propyl-isophthalamic acid ethyl ester), C([O-])(O)=O.[Na+] (sodium bicarbonate). The solvent is ClCCl (dichloromethane). Run at temperature -78 celsius, time 3 hour. Product: C(C)OC(C1=CC(C(=O)N(CCC)C)=CC(=C1)CF)=O (5-Fluoromethyl-N-methyl-N-propyl-isophthalamic acid ethyl ester). Isolated yield 28.8%. RXN SMILES: COCCN(S(F)(F)[F:11])CCOC.[CH2:14]([O:16][C:17](=[O:33])[C:18]1[CH:30]=[C:29]([CH2:31]O)[CH:28]=[C:20]([C:21]([N:23]([CH3:27])[CH2:24][CH2:25][CH3:26])=[O:22])[CH:19]=1)[CH3:15].C(=O)(O)[O-].[Na+]>ClCCl>[CH2:14]([O:16][C:17](=[O:33])[C:18]1[CH:30]=[C:29]([CH2:31][F:11])[CH:28]=[C:20]([C:21]([N:23]([CH3:27])[CH2:24][CH2:25][CH3:26])=[O:22])[CH:19]=1)[CH3:15] |f:2.3|. Reported procedure: Add bis(2-methoxyethyl)aminosulfur trifluoride (220 mg, 1.0 mmol) to a polypropylene tube (5 mL), seal, cool to −78° C., add a solution of 5-hydroxymethyl-N-methyl-N-propyl-isophthalamic acid ethyl ester (250 mg, 0.9 mmol) in dichloromethane 1.0 (1 mL) in 0.2 mL increments. Stir at −78° C. for 3 h then at room temperature overnight. Pour the reaction into saturated aqueous sodium bicarbonate. Extract with dichloromethane, dry (magnesium sulfate), concentrate and purify (silica gel chromatography... Reactants: COC(=O)c1ccc2[nH]nc(C=O)c2c1, CC#N, [O-][Cl+][O-], Cl, [Na+], CN(C)C=O, O, OO. The product is COC(=O)c1ccc2[nH]nc(C(=O)O)c2c1. Reaction SMILES: [CH3:1][O:2][C:3](=[O:4])[c:5]1[cH:6][c:7]2[c:8]([CH:14]=[O:15])[n:9][nH:10][c:11]2[cH:12][cH:13]1.[CH3:23][C:24]#[N:25].[Cl+:16]([O-:17])[O-:18].[ClH:22].[Na+:19].[O:26]=[CH:27][N:28]([CH3:29])[CH3:30].[OH2:31].[OH:20][OH:21]>>[CH3:1][O:2][C:3](=[O:4])[c:5]1[cH:6][c:7]2[c:8]([C:14](=[O:15])[OH:17])[n:9][nH:10][c:11]2[cH:12][cH:13]1. The reactants are C1(CC1)CN1N=C(C=C(C1=O)CCCOS(=O)(=O)C)C1=CC(=C(C=C1)OC)F (2-cyclopropylmethyl-6-(3-fluoro-4-methoxyphenyl)-4-(3-methanesulfonyloxypropyl)-2H-pyridazin-3-one), N(CCO)CCO (diethanolamine). The product is OCCN(CCO)CCCC=1C(N(N=C(C1)C1=CC(=C(C=C1)OC)F)CC1CC1)=O (4-[3-[N,N-bis(2-hydroxyethyl)amino]propyl]-2-cyclopropylmethyl-6-(3-fluoro-4-methoxyphenyl)-2H-pyridazin-3-one). Isolated yield 13.1%. Reaction SMILES: [CH:1]1([CH2:4][N:5]2[C:10](=[O:11])[C:9]([CH2:12][CH2:13][CH2:14]OS(C)(=O)=O)=[CH:8][C:7]([C:20]3[CH:25]=[CH:24][C:23]([O:26][CH3:27])=[C:22]([F:28])[CH:21]=3)=[N:6]2)[CH2:3][CH2:2]1.[NH:29]([CH2:33][CH2:34][OH:35])[CH2:30][CH2:31][OH:32]>>[OH:32][CH2:31][CH2:30][N:29]([CH2:14][CH2:13][CH2:12][C:9]1[C:10](=[O:11])[N:5]([CH2:4][CH:1]2[CH2:2][CH2:3]2)[N:6]=[C:7]([C:20]2[CH:25]=[CH:24][C:23]([O:26][CH3:27])=[C:22]([F:28])[CH:21]=2)[CH:8]=1)[CH2:33][CH2:34][OH:35]. Procedure details: Following the procedure of Example 1(10), 2-cyclopropylmethyl-6-(3-fluoro-4-methoxyphenyl)-4-(3-methanesulfonyloxypropyl)-2H-pyridazin-3-one and diethanolamine were reacted to yield the title compound as a yellow oil (yield: 13.1%).